From a dataset of the Open Reaction Database (ORD), a public repository of structured organic reaction records. describe an organic reaction: reactants, conditions, products, and yield Yields the product NC(=O)c1nnc(-c2cc(Oc3cccc(CCC(=O)Nc4ccc(Cl)c(C(F)(F)F)c4)c3)ccn2)o1. Reaction SMILES: [Cl:1][c:2]1[c:3]([C:36]([F:37])([F:38])[F:39])[cH:4][c:5]([NH:8][C:9]([CH2:10][CH2:11][c:12]2[cH:13][c:14]([O:15][c:16]3[cH:17][c:18](-[c:22]4[n:23][n:24][c:25]([C:27]([O:29][CH2:28][CH3:30])=[O:31])[o:26]4)[n:19][cH:20][cH:21]3)[cH:32][cH:33][cH:34]2)=[O:35])[cH:6][cH:7]1.[NH4+:41].[OH-:40]>>[Cl:1][c:2]1[c:3]([C:36]([F:37])([F:38])[F:39])[cH:4][c:5]([NH:8][C:9]([CH2:10][CH2:11][c:12]2[cH:13][c:14]([O:15][c:16]3[cH:17][c:18](-[c:22]4[n:23][n:24][c:25]([C:27](=[O:29])[NH2:41])[o:26]4)[n:19][cH:20][cH:21]3)[cH:32][cH:33][cH:34]2)=[O:35])[cH:6][cH:7]1. The reactants are CCOC(=O)c1nnc(-c2cc(Oc3cccc(CCC(=O)Nc4ccc(Cl)c(C(F)(F)F)c4)c3)ccn2)o1, [NH4+], [OH-]. Reactants: ice water, solution, CC(C)([O-])C.[K+] (potassium tert-butoxide), O1C(=CC2=C1C=CC=C2)C=O (benzofuran-2-carboxaldehyde). The reagents and catalysts are [Br-].C[P+](C1=CC=CC=C1)(C1=CC=CC=C1)C1=CC=CC=C1 (methyltriphenylphosphonium bromide). Solvent: O1CCCC1 (tetrahydrofuran), CN(C=O)C (dimethylformamide). Reaction conditions: time 2 hour. Yields the product C(=C)C=1OC2=C(C1)C=CC=C2 (2-Vinylbenzofuran). As a reaction SMILES: [CH3:1]C(C)([O-])C.[K+].[O:7]1[C:11]2[CH:12]=[CH:13][CH:14]=[CH:15][C:10]=2[CH:9]=[C:8]1[CH:16]=O>[Br-].C[P+](C1C=CC=CC=1)(C1C=CC=CC=1)C1C=CC=CC=1.O1CCCC1.CN(C)C=O>[CH:16]([C:8]1[O:7][C:11]2[CH:12]=[CH:13][CH:14]=[CH:15][C:10]=2[CH:9]=1)=[CH2:1] |f:0.1,3.4|. Reported procedure: 92 ml of a 1N solution of potassium tert-butoxide in tetrahyclrofuran are added dropwise to a vigorously stirred mixture at 0° C. of 68.4 mmol of benzofuran-2-carboxaldehyde and 92 mmol of methyltriphenylphosphonium bromide in 200 ml of tetrahydrofuran and 150 ml of dimethylformamide. The medium is stirred for 2 h at room temperature, poured into 2 liters of ice-water and extracted with ether. After concentration of the solvents, the residue is taken up in 1 liter of petroleum ether and the prec... Starting materials: C(C)(C)(C)OC(=O)NCC12OCCC2CN(C1)C1=C(C=C2C(C(=CN(C2=C1F)[C@H]1[C@H](C1)F)C(=O)O)=O)F (7-(1-tert-butoxycarbonylaminomethyl-2-oxa-7-aza-bicyclo[3.3.0]oct-7-yl)-6,8-difluoro-1-(cis-2-fluoro-cyclopropyl)-1,4-dihydro-4-oxo-3-quinolinecarboxylic acid), Cl (hydrochloric acid). Product: Cl.NCC12OCCC2CN(C1)C1=C(C=C2C(C(=CN(C2=C1F)[C@H]1[C@H](C1)F)C(=O)O)=O)F (7-(1-aminomethyl-2-oxa-7-aza-bicyclo[3.3.0]-oct-7-yl)-6,8-difluoro-1-(cis-2-fluorocyclopropyl)-1,4-dihydro-4-oxo-3-quinolinecarboxylic acid hydrochloride). RXN SMILES: C(OC([NH:8][CH2:9][C:10]12[CH2:17][N:16]([C:18]3[C:27]([F:28])=[C:26]4[C:21]([C:22](=[O:36])[C:23]([C:33]([OH:35])=[O:34])=[CH:24][N:25]4[C@@H:29]4[CH2:31][C@@H:30]4[F:32])=[CH:20][C:19]=3[F:37])[CH2:15][CH:14]1[CH2:13][CH2:12][O:11]2)=O)(C)(C)C.[ClH:38]>>[ClH:38].[NH2:8][CH2:9][C:10]12[CH2:17][N:16]([C:18]3[C:27]([F:28])=[C:26]4[C:21]([C:22](=[O:36])[C:23]([C:33]([OH:35])=[O:34])=[CH:24][N:25]4[C@@H:29]4[CH2:31][C@@H:30]4[F:32])=[CH:20][C:19]=3[F:37])[CH2:15][CH:14]1[CH2:13][CH2:12][O:11]2 |f:2.3|. Reported procedure: In an analogous manner to Example 1B, the product from step A is reacted with half-concentrated hydrochloric acid to give 7-(1-aminomethyl-2-oxa-7-aza-bicyclo[3.3.0]-oct-7-yl)-6,8-difluoro-1-(cis-2-fluorocyclopropyl)-1,4-dihydro-4-oxo-3-quinolinecarboxylic acid hydrochloride with a melting point of 220°-227° C. (with decomposition). The reactants are [Mg] (magnesium), COC1=CC2=C(C(CCO2)=O)C=C1 (2,3-dihydro-7-methoxy-4-oxo-4H-1-benzopyran), [Cl-].[NH4+] (ammonium chloride), CI (Methyl iodide). Procedure: Methyl iodide (145 g; 64.2 ml) in dry ether (50 ml) was added dropwise with stirring to magnesium turnings (22 g) in dry ether (730 ml). After the initial reaction had ceased the reaction mixture was refluxed for 1/2 hour, cooled and 2,3-dihydro-7-methoxy-4-oxo-4H-1-benzopyran, (77.9 g) in dry ether (440 ml) was added dropwise with stirring. After addition the reaction mixture was refluxed for 1 hour, cooled and the complex was decomposed by the addition of ammonium chloride solution. The ethere... Product: OC1(CCOC2=C1C=CC(=C2)OC)C (2,3-Dihydro-4-hydroxy-7-methoxy-4-methyl-4H-1-benzopyran). Reaction SMILES: [CH3:1]I.[Mg].[CH3:4][O:5][C:6]1[CH:16]=[CH:15][C:9]2[C:10](=[O:14])[CH2:11][CH2:12][O:13][C:8]=2[CH:7]=1.[Cl-].[NH4+]>CCOCC>[OH:14][C:10]1([CH3:1])[C:9]2[CH:15]=[CH:16][C:6]([O:5][CH3:4])=[CH:7][C:8]=2[O:13][CH2:12][CH2:11]1 |f:3.4|. The solvent is CCOCC (ether), CCOCC (ether), CCOCC (ether). Reactants: CCN(C(C)C)C(C)C, Cc1ccc(C(=O)O)cc1-c1cc2cnnc(-c3ccccc3Cl)c2n(C)c1=O, O=C(Cl)C(=O)Cl, ClCCl, Nc1ccon1, CN(C)C=O. The product is Cc1ccc(C(=O)Nc2ccon2)cc1-c1cc2cnnc(-c3ccccc3Cl)c2n(C)c1=O. As a reaction SMILES: [CH:42]([N:43]([CH2:44][CH3:45])[CH:46]([CH3:47])[CH3:48])([CH3:49])[CH3:50].[Cl:1][c:2]1[c:3](-[c:8]2[c:9]3[c:10]([cH:11][n:12][n:13]2)[cH:14][c:15](-[c:20]2[cH:21][c:22]([C:23](=[O:24])[OH:25])[cH:26][cH:27][c:28]2[CH3:29])[c:16](=[O:19])[n:17]3[CH3:18])[cH:4][cH:5][cH:6][cH:7]1.[Cl:30][C:31]([C:32]([Cl:33])=[O:34])=[O:35].[Cl:51][CH2:52][Cl:53].[NH2:36][c:37]1[n:38][o:39][cH:40][cH:41]1.[O:54]=[CH:55][N:56]([CH3:57])[CH3:58]>>[Cl:1][c:2]1[c:3](-[c:8]2[c:9]3[c:10]([cH:11][n:12][n:13]2)[cH:14][c:15](-[c:20]2[cH:21][c:22]([C:23](=[O:24])[NH:36][c:37]4[n:38][o:39][cH:40][cH:41]4)[cH:26][cH:27][c:28]2[CH3:29])[c:16](=[O:19])[n:17]3[CH3:18])[cH:4][cH:5][cH:6][cH:7]1.